Dataset: the Open Reaction Database (ORD), a public repository of structured organic reaction records. Task: describe an organic reaction: reactants, conditions, products, and yield The reactants are C1CCOC1, Cc1ccccc1N=C=O, COC(=O)Cc1ccc(N)c(Cl)c1. Yields the product COC(=O)Cc1ccc(NC(=O)Nc2ccccc2C)c(Cl)c1. As a reaction SMILES: [CH2:24]1[O:25][CH2:26][CH2:27][CH2:28]1.[CH3:14][c:15]1[c:16]([N:21]=[C:22]=[O:23])[cH:17][cH:18][cH:19][cH:20]1.[NH2:1][c:2]1[c:3]([Cl:13])[cH:4][c:5]([CH2:8][C:9](=[O:10])[O:11][CH3:12])[cH:6][cH:7]1>>[NH:1]([c:2]1[c:3]([Cl:13])[cH:4][c:5]([CH2:8][C:9](=[O:10])[O:11][CH3:12])[cH:6][cH:7]1)[C:22]([NH:21][c:16]1[c:15]([CH3:14])[cH:20][cH:19][cH:18][cH:17]1)=[O:23]. The reactants are Brc1ccccc1, O=C([O-])[O-], [K+], [K+], O=C1CCCc2ccc(O)cc21, c1ccncc1. Product: O=C1CCCc2ccc(Oc3ccccc3)cc21. As a reaction SMILES: [Br:19][c:20]1[cH:21][cH:22][cH:23][cH:24][cH:25]1.[C:1](=[O:2])([O-:3])[O-:4].[K+:5].[K+:6].[OH:7][c:8]1[cH:9][cH:10][c:11]2[c:16]([cH:17]1)[C:15](=[O:18])[CH2:14][CH2:13][CH2:12]2.[cH:26]1[cH:27][cH:28][n:29][cH:30][cH:31]1>>[O:7]([c:8]1[cH:9][cH:10][c:11]2[c:16]([cH:17]1)[C:15](=[O:18])[CH2:14][CH2:13][CH2:12]2)[c:20]1[cH:21][cH:22][cH:23][cH:24][cH:25]1. Starting materials: N1CC(CCC1)CNC(=O)C1=CNC2=C1N=CN=C2C2=C(C=CC=1OCOC12)OCC1CC1 (4-(5-Cyclopropylmethoxy-benzo[1,3]dioxol-4-yl)-5H-pyrrolo[3,2-d]pyrimidine-7-carboxylic acid (piperidin-3-ylmethyl)-amide), ClC(=O)OCC (ethyl chloroformate). The product is C(C)OC(=O)N1CC(CCC1)CNC(=O)C1=CNC2=C1N=CN=C2C2=C(C=CC=1OCOC12)OCC1CC1 (3-({[4-(5-Cyclopropylmethoxy-benzo[1,3]dioxol-4-yl)-5H-pyrrolo[3,2-d]pyrimidine-7-carbonyl]-amino}-methyl)-piperidine-1-carboxylic acid ethyl ester). Reaction SMILES: [NH:1]1[CH2:6][CH2:5][CH2:4][CH:3]([CH2:7][NH:8][C:9]([C:11]2[C:15]3[N:16]=[CH:17][N:18]=[C:19]([C:20]4[C:28]5[O:27][CH2:26][O:25][C:24]=5[CH:23]=[CH:22][C:21]=4[O:29][CH2:30][CH:31]4[CH2:33][CH2:32]4)[C:14]=3[NH:13][CH:12]=2)=[O:10])[CH2:2]1.Cl[C:35]([O:37][CH2:38][CH3:39])=[O:36]>>[CH2:38]([O:37][C:35]([N:1]1[CH2:6][CH2:5][CH2:4][CH:3]([CH2:7][NH:8][C:9]([C:11]2[C:15]3[N:16]=[CH:17][N:18]=[C:19]([C:20]4[C:28]5[O:27][CH2:26][O:25][C:24]=5[CH:23]=[CH:22][C:21]=4[O:29][CH2:30][CH:31]4[CH2:33][CH2:32]4)[C:14]=3[NH:13][CH:12]=2)=[O:10])[CH2:2]1)=[O:36])[CH3:39]. Procedure: Starting from 4-(5-Cyclopropylmethoxy-benzo[1,3]dioxol-4-yl)-5H-pyrrolo[3,2-d]pyrimidine-7-carboxylic acid (piperidin-3-ylmethyl)-amide (example A145) and ethyl chloroformate the title compound is obtained as colorless solid. Reactants: CC(C)(C(C(=C(SC)SC)N1N=CN=C1)=O)C (2,2-Dimethyl-5,5-dimethylthio-4-(1,2,4-triazol-1-yl)-pent-4-en-3-one), [BH4-].[Na+] (sodium borohydride). The solvent is CO (methanol). Reaction conditions: time 30 minute. The product is CC(C)(C(C(=C(SC)SC)N1N=CN=C1)O)C (2,2-dimethyl-5,5-dimethylthio-4-(1,2,4-triazol-1-yl)-pent-4-en-3-ol). Isolated yield 79.1%. Reaction SMILES: [CH3:1][C:2]([CH3:17])([C:4](=[O:16])[C:5]([N:11]1[CH:15]=[N:14][CH:13]=[N:12]1)=[C:6]([S:9][CH3:10])[S:7][CH3:8])[CH3:3].[BH4-].[Na+]>CO>[CH3:3][C:2]([CH3:17])([CH:4]([OH:16])[C:5]([N:11]1[CH:15]=[N:14][CH:13]=[N:12]1)=[C:6]([S:7][CH3:8])[S:9][CH3:10])[CH3:1] |f:1.2|. Procedure details: 15 g (0.055 mol) of 2,2-dimethyl-5,5-dimethylthio-4-(1,2,4-triazol-1-yl)-pent-4-en-3-one (obtained as described in Example 1) were dissolved in 100 ml of methanol, and 2.1 g (0.055 mol) of sodium borohydride were added at room temperature. The mixture was stirred for a further 30 minutes at 20° to 30° C., and was concentrated. The residue was partitioned between methylene chloride and water. The organic phase was separated off, dried over sodium sulphate and concentrated. 11.9 g (80% of theory) ... Reactants: O=C([O-])[O-], C1CCOC1, O=C(Cl)c1ccc(F)cc1Cl, O=C(O)c1csc(Nc2ccc(OC(F)(F)F)cc2)n1, [K+], [K+]. Yields the product O=C(O)c1csc(N(C(=O)c2ccc(F)cc2Cl)c2ccc(OC(F)(F)F)cc2)n1. As a reaction SMILES: [C:32](=[O:33])([O-:34])[O-:35].[CH2:38]1[O:39][CH2:40][CH2:41][CH2:42]1.[Cl:21][c:22]1[c:23]([C:24](=[O:25])[Cl:26])[cH:27][cH:28][c:29]([F:31])[cH:30]1.[F:1][C:2]([O:3][c:4]1[cH:5][cH:6][c:7]([NH:10][c:11]2[s:12][cH:13][c:14]([C:16](=[O:17])[OH:18])[n:15]2)[cH:8][cH:9]1)([F:19])[F:20].[K+:36].[K+:37]>>[F:1][C:2]([O:3][c:4]1[cH:5][cH:6][c:7]([N:10]([c:11]2[s:12][cH:13][c:14]([C:16](=[O:17])[OH:18])[n:15]2)[C:24]([c:23]2[c:22]([Cl:21])[cH:30][c:29]([F:31])[cH:28][cH:27]2)=[O:25])[cH:8][cH:9]1)([F:19])[F:20].